Dataset: the Open Reaction Database (ORD), a public repository of structured organic reaction records. Task: describe an organic reaction: reactants, conditions, products, and yield Starting materials: Cl (hydrochloric acid), ClC1=CC=C(C=C1)C(C=1C=CC2=C(N(N=N2)C)C1)=NNC(=O)OC(C)(C)C (1,1-dimethylethyl [(4-chlorophenyl)(1 -methyl-1H-benzotriazol-6-yl)-methylene]hydrazine carboxylate), O (water). Procedure: To a suspension of 10 g of intermediate 1-b in 60 ml of tetrahydrofuran under a nitrogen atmosphere were added dropwise over 15 minutes 26 ml of a borane tetrahydrofuran complex in tetrahydrofuran (1M). After stirring for 15 minutes at ±22° C. there were added 13 ml of hydrochloric acid (6N). The whole was heated to reflux and refluxed for 1.5 hours. The mixture was cooled to room temperature and 50 ml of water were added. After stirring for 1 hour, the reaction mixture was filtered. The filtrat... Solvent: O1CCCC1 (tetrahydrofuran), O1CCCC1 (tetrahydrofuran). Run at temperature 22 celsius, time 15 minute. The product is Cl.ClC1=CC=C(C=C1)NNCC=1C=CC2=C(N(N=N2)C)C1 ((±)-6-[(4-chlorophenyl)hydrazinomethyl]-1-methyl-1H-benzotriazole monohydrochloride). As a reaction SMILES: [Cl:1]C1C=CC([C:8](=[N:19][NH:20][C:21](OC(C)(C)C)=O)[C:9]2[CH:10]=[CH:11][C:12]3[N:16]=[N:15][N:14]([CH3:17])[C:13]=3[CH:18]=2)=CC=1.[ClH:28].O>O1CCCC1>[ClH:1].[Cl:28][C:9]1[CH:10]=[CH:11][C:21]([NH:20][NH:19][CH2:8][C:9]2[CH:10]=[CH:11][C:12]3[N:16]=[N:15][N:14]([CH3:17])[C:13]=3[CH:18]=2)=[CH:13][CH:18]=1 |f:4.5|. The reactants are O=C([O-])[O-], CCOC(C)=O, CC(C)N=C=O, Cc1cc(Oc2ncc(C(F)(F)F)cc2Cl)n[nH]1, Cl, [K+], [K+]. Product: Cc1cc(Oc2ncc(C(F)(F)F)cc2Cl)nn1C(=O)NC(C)C. Reaction SMILES: [C:1](=[O:2])([O-:3])[O-:4].[CH3:32][CH2:33][O:34][C:35](=[O:36])[CH3:37].[CH:7]([CH3:8])([CH3:9])[N:10]=[C:11]=[O:12].[Cl:13][c:14]1[c:15]([O:24][c:25]2[n:26][nH:27][c:28]([CH3:30])[cH:29]2)[n:16][cH:17][c:18]([C:20]([F:21])([F:22])[F:23])[cH:19]1.[ClH:31].[K+:5].[K+:6]>>[CH:7]([CH3:8])([CH3:9])[NH:10][C:11](=[O:12])[n:27]1[n:26][c:25]([O:24][c:15]2[c:14]([Cl:13])[cH:19][c:18]([C:20]([F:21])([F:22])[F:23])[cH:17][n:16]2)[cH:29][c:28]1[CH3:30].